Dataset: the Open Reaction Database (ORD), a public repository of structured organic reaction records. Task: describe an organic reaction: reactants, conditions, products, and yield The reactants are C1(=CC=CC=C1)S(=O)(=O)C1=CC2=C(NCC(O2)(C)C)C=C1 (7-benzenesulfonyl-2,2-dimethyl-3,4-dihydro-2H-benzo[1,4]oxazine), [Cl-].BrC1=CC=[NH+]C=C1 (4-bromopyridinium chloride). Solvent: ClCCl (dichloromethane). Conditions: temperature 185 celsius. The product is C1(=CC=CC=C1)S(=O)(=O)C1=CC2=C(N(CC(O2)(C)C)C2=CC=NC=C2)C=C1 (7-benzenesulfonyl-2,2-dimethyl-4-pyridin-4-yl-3,4-dihydro-2H-benzo[1,4]oxazine). Isolated yield 50.0%. Reaction SMILES: [C:1]1([S:7]([C:10]2[CH:21]=[CH:20][C:13]3[NH:14][CH2:15][C:16]([CH3:19])([CH3:18])[O:17][C:12]=3[CH:11]=2)(=[O:9])=[O:8])[CH:6]=[CH:5][CH:4]=[CH:3][CH:2]=1.[Cl-].Br[C:24]1[CH:29]=[CH:28][NH+:27]=[CH:26][CH:25]=1>ClCCl>[C:1]1([S:7]([C:10]2[CH:21]=[CH:20][C:13]3[N:14]([C:24]4[CH:29]=[CH:28][N:27]=[CH:26][CH:25]=4)[CH2:15][C:16]([CH3:18])([CH3:19])[O:17][C:12]=3[CH:11]=2)(=[O:9])=[O:8])[CH:6]=[CH:5][CH:4]=[CH:3][CH:2]=1 |f:1.2|. Procedure details: A mixture of 7-benzenesulfonyl-2,2-dimethyl-3,4-dihydro-2H-benzo[1,4]oxazine (0.257 g., 0.847 mmol) and 4-bromopyridinium chloride (0.658 g., 3.388 mmol) was heated without solvent at 185° C. for 45 minutes. The reaction mixture was cooled to room temperature, suspended in 5 mL dichloromethane and concentrated in vacuo. The resulting crude oil was dissolved in a mixture of 50 mL ethyl acetate and 50 mL water. The aqueous layer was made strongly basic with 50 mL of 2N aqueous potassium carbonate,... Starting materials: C(C)(C)NC(C)C (diisopropylamine), C(=S)=S (carbon disulfide). Run in C(C)(C)O (isopropyl alcohol). Run at time 1 hour. The product is 5′-(Diisopropyldithiocarbamyl)-2,5-dimercapto-1,3,4-thiadiazole, C(C)(C)N(C(S)=S)C(C)C (diisopropyl dithiocarbamic acid). As a reaction SMILES: [CH:1]([NH:4][CH:5]([CH3:7])[CH3:6])([CH3:3])[CH3:2].[C:8](=[S:10])=[S:9]>C(O)(C)C>[CH:1]([N:4]([CH:5]([CH3:7])[CH3:6])[C:8](=[S:9])[SH:10])([CH3:3])[CH3:2]. Reported procedure: 5′-(Diisopropyldithiocarbamyl)-2,5-dimercapto-1,3,4-thiadiazole (i.e., formula (I) where X is hydrogen and R1 and R2 are isopropyl radicals) was prepared in the following manner. In 100 grams of isopropyl alcohol 20.5 grams of diisopropylamine was combined with 16 grams of carbon disulfide (CS2) and held at a temperature of about 27° C. for about 1 hour to yield a diisopropyl dithiocarbamic acid intermediate. Subsequently, 30 g of a 2,5-dimercapto-1,3,4-thiadiazole was added to the mixture along... The reactants are COC(=O)COc1ccc2cc(-c3csc(-c4ccccc4)n3)ccc2c1Br, C1CCOC1, CO, [Na+], [OH-], O. Product: O=C(O)COc1ccc2cc(-c3csc(-c4ccccc4)n3)ccc2c1Br. RXN SMILES: [Br:1][c:2]1[c:3]([O:23][CH2:24][C:25](=[O:26])[O:27][CH3:28])[cH:4][cH:5][c:6]2[cH:7][c:8](-[c:12]3[n:13][c:14](-[c:17]4[cH:18][cH:19][cH:20][cH:21][cH:22]4)[s:15][cH:16]3)[cH:9][cH:10][c:11]12.[CH2:31]1[O:32][CH2:33][CH2:34][CH2:35]1.[CH3:36][OH:37].[Na+:30].[OH-:29].[OH2:38]>>[Br:1][c:2]1[c:3]([O:23][CH2:24][C:25](=[O:26])[OH:27])[cH:4][cH:5][c:6]2[cH:7][c:8](-[c:12]3[n:13][c:14](-[c:17]4[cH:18][cH:19][cH:20][cH:21][cH:22]4)[s:15][cH:16]3)[cH:9][cH:10][c:11]12. Starting materials: Cc1ccccc1, CCN(C(C)C)C(C)C, O=C(Cl)Cl, CC(=O)N(Cc1cc(C(F)(F)F)cc(C(F)(F)F)c1)C1CCCNc2cc(Cl)ccc21. Product: CC(=O)N(Cc1cc(C(F)(F)F)cc(C(F)(F)F)c1)C1CCCN(C(=O)Cl)c2cc(Cl)ccc21. RXN SMILES: [CH3:45][c:46]1[cH:47][cH:48][cH:49][cH:50][cH:51]1.[CH:5]([N:6]([CH:7]([CH3:8])[CH3:9])[CH2:10][CH3:11])([CH3:12])[CH3:13].[Cl:1][C:2]([Cl:3])=[O:4].[F:14][C:15]([c:16]1[cH:17][c:18]([CH2:19][N:20]([C:21]([CH3:22])=[O:23])[CH:24]2[c:25]3[c:26]([cH:31][c:32]([Cl:35])[cH:33][cH:34]3)[NH:27][CH2:28][CH2:29][CH2:30]2)[cH:36][c:37]([C:39]([F:40])([F:41])[F:42])[cH:38]1)([F:43])[F:44]>>[Cl:1][C:2](=[O:4])[N:27]1[c:26]2[c:25]([cH:34][cH:33][c:32]([Cl:35])[cH:31]2)[CH:24]([N:20]([CH2:19][c:18]2[cH:17][c:16]([C:15]([F:14])([F:43])[F:44])[cH:38][c:37]([C:39]([F:40])([F:41])[F:42])[cH:36]2)[C:21]([CH3:22])=[O:23])[CH2:30][CH2:29][CH2:28]1.